This data is from the Open Reaction Database (ORD), a public repository of structured organic reaction records. The task is: describe an organic reaction: reactants, conditions, products, and yield Reactants: C=CCCCCCCCCCCCCCCCCCC(C(=O)OCC)C(=O)OCC (2-(methyleneoctadecyl)propanedioic acid, diethyl ester), CCOCC (ether), [H-].[Al+3].[Li+].[H-].[H-].[H-] (lithium aluminum hydride), CCOCC (ether), O.O.O.O.O.O.O.O.O.O.S(=O)(=O)([O-])[O-].[Na+].[Na+] (sodium sulfate decahydrate). Yields the product C=C(CC(CO)CO)CCCCCCCCCCCCCCCC (2-(2-Methyleneoctadecyl)-1,3-propanediol). As a reaction SMILES: [H-].[Al+3].[Li+].[H-].[H-].[H-].C=[CH:8][CH2:9][CH2:10][CH2:11][CH2:12][CH2:13][CH2:14][CH2:15][CH2:16][CH2:17][CH2:18][CH2:19][CH2:20][CH2:21][CH2:22][CH2:23][CH2:24][CH2:25][CH:26]([C:32]([O:34]CC)=O)[C:27]([O:29]CC)=O.O.O.O.O.O.O.O.O.O.O.S([O-])([O-])(=O)=O.[Na+].[Na+].[CH3:54]COCC>>[CH2:54]=[C:24]([CH2:23][CH2:22][CH2:21][CH2:20][CH2:19][CH2:18][CH2:17][CH2:16][CH2:15][CH2:14][CH2:13][CH2:12][CH2:11][CH2:10][CH2:9][CH3:8])[CH2:25][CH:26]([CH2:27][OH:29])[CH2:32][OH:34] |f:0.1.2.3.4.5,7.8.9.10.11.12.13.14.15.16.17.18.19|. Procedure: A solution of 1.03 g of lithium aluminum hydride in 50 ml of ether is cooled in a water bath. A mixture of 6.78 g of 2-(methyleneoctadecyl)propanedioic acid, diethyl ester in 50 ml of ether is added. This mixture is stirred at reflux for 2 hours, then overnight at room temperature and finally at reflux for 4 hours. The mixture is stirred with sodium sulfate decahydrate, then filtered and recrystallized from ethyl acetate/hexane, to give 4.87 g of the desired compound as white crystals, mp. 64°-6... Starting materials: N1(CCOCC1)C(=O)N1CC(CC(C1)C1=CC=C(C=C1)C(F)(F)F)C(=O)OC (Methyl 1-(morpholin-4-ylcarbonyl)-5-[4-(trifluoromethyl)phenyl]piperidine-3-carboxylate), CC(C)([O-])C.[K+] (potassium tert-butoxide). Product: N1(CCOCC1)C(=O)N1CC(CC(C1)C1=CC=C(C=C1)C(F)(F)F)C(=O)O (1-(Morpholin-4-ylcarbonyl)-5-[4-(trifluoromethyl)phenyl]piperidine-3-carboxylic acid). As a reaction SMILES: [N:1]1([C:7]([N:9]2[CH2:14][CH:13]([C:15]3[CH:20]=[CH:19][C:18]([C:21]([F:24])([F:23])[F:22])=[CH:17][CH:16]=3)[CH2:12][CH:11]([C:25]([O:27]C)=[O:26])[CH2:10]2)=[O:8])[CH2:6][CH2:5][O:4][CH2:3][CH2:2]1.CC(C)([O-])C.[K+]>>[N:1]1([C:7]([N:9]2[CH2:14][CH:13]([C:15]3[CH:20]=[CH:19][C:18]([C:21]([F:23])([F:24])[F:22])=[CH:17][CH:16]=3)[CH2:12][CH:11]([C:25]([OH:27])=[O:26])[CH2:10]2)=[O:8])[CH2:6][CH2:5][O:4][CH2:3][CH2:2]1 |f:1.2|. Procedure details: According to General Method 4A, 22.19 g (39.90 mmol) of the compound from Example 3A and 44.78 g (399.0 mmol) of potassium tert-butoxide were reacted. The reaction led selectively to the cis isomer. Yield: 18.29 g (100% of theory) Starting materials: C(C)OC1=C(C(=O)OCC)C=CC(=C1)CC(=O)NC(=CC(C)C)C1=C(C=CC=C1)N1CCCCC1 (ethyl 2ethoxy-4-[N-{1-(2-piperidino-phenyl)-3-methyl-1-buten-1-yl}-aminocarbonylmethyl]-benzoate), (2-piperidino-phenyl)-isobutyl-ketimine, C(C)OC=1C=C(C=CC1OCC)C(C(=O)O)=C=O (3-ethoxy-4-ethoxy-carbonyl-phenyl-acetic acid). The product is C(C)OC1=C(C(=O)OCC)C=CC(=C1)CC(=O)NC(CC(C)C)C1=C(C=CC=C1)N1CCCCC1 (Ethyl 2-ethoxy-4-[N-{1-(2-piperidino-phenyl)-3-methyl-1-butyl}-aminocarbonylmethyl]-benzoate). Reaction SMILES: [CH2:1]([O:3][C:4]1[CH:14]=[C:13]([CH2:15][C:16]([NH:18][C:19]([C:24]2[CH:29]=[CH:28][CH:27]=[CH:26][C:25]=2[N:30]2[CH2:35][CH2:34][CH2:33][CH2:32][CH2:31]2)=[CH:20][CH:21]([CH3:23])[CH3:22])=[O:17])[CH:12]=[CH:11][C:5]=1[C:6]([O:8][CH2:9][CH3:10])=[O:7])[CH3:2].C(OC1C=C(C(=C=O)C(O)=O)C=CC=1OCC)C>>[CH2:1]([O:3][C:4]1[CH:14]=[C:13]([CH2:15][C:16]([NH:18][CH:19]([C:24]2[CH:29]=[CH:28][CH:27]=[CH:26][C:25]=2[N:30]2[CH2:35][CH2:34][CH2:33][CH2:32][CH2:31]2)[CH2:20][CH:21]([CH3:22])[CH3:23])=[O:17])[CH:12]=[CH:11][C:5]=1[C:6]([O:8][CH2:9][CH3:10])=[O:7])[CH3:2]. Procedure: Prepared from ethyl 2ethoxy-4-[N-{1-(2-piperidino-phenyl)-3-methyl-1-buten-1-yl}-aminocarbonylmethyl]-benzoate, melting point 125°-126° C., which in turn was prepared from (2-piperidino-phenyl)-isobutyl-ketimine and 3-ethoxy-4-ethoxy-carbonyl-phenyl-acetic acid analogous to Example 1. Reactants: ClC1=CC=C(COC2=NC3=C(C=C(C=C3C=C2)OC)[N+](=O)[O-])C=C1 (2-(4-chlorobenzyloxy)-6-methoxy-8-nitroquinoline), C1(=CC=CC=C1)C (toluene), O.NN (hydrazine hydrate). The reagents and catalysts are [Ni] (Raney nickel). The solvent is C(C)O (ethanol). Yields the product NC=1C=C(C=C2C=CC(=NC12)OCC1=CC=C(C=C1)Cl)OC (8-amino-2-(4-chlorobenzyloxy)-6-methoxyquinoline). Isolated yield 97.0%. As a reaction SMILES: [Cl:1][C:2]1[CH:24]=[CH:23][C:5]([CH2:6][O:7][C:8]2[CH:17]=[CH:16][C:15]3[C:10](=[C:11]([N+:20]([O-])=O)[CH:12]=[C:13]([O:18][CH3:19])[CH:14]=3)[N:9]=2)=[CH:4][CH:3]=1.C1(C)C=CC=CC=1.O.NN>[Ni].C(O)C>[NH2:20][C:11]1[CH:12]=[C:13]([O:18][CH3:19])[CH:14]=[C:15]2[C:10]=1[N:9]=[C:8]([O:7][CH2:6][C:5]1[CH:4]=[CH:3][C:2]([Cl:1])=[CH:24][CH:23]=1)[CH:17]=[CH:16]2 |f:2.3|. Procedure details: The foregoing nitro compound (34.48 g, 0.1 mole), 500 ml of a 1:1 mixture (v/v) of toluene and ethanol, 10 g wet Raney nickel, and 50 ml 85% hydrazine hydrate was refluxed for 6 hr. Thereafter, the condenser was placed for distillation and heated until vapors at the still-head were alkaline. A small amount of hydroquinone was added, and the hot mixture filtered. The filtrates were concentrated in vacuo, leached with a little warm ethanol, then crystallized from ethanol (charcoal). The 8-amino-2-... The product is COC(=O)C1(c2ccc(Br)cc2)CCOCC1. Reaction SMILES: [Br:15][CH2:16][CH2:17][O:18][CH2:19][CH2:20][Br:21].[CH3:3][O:4][C:5]([CH2:6][c:7]1[cH:8][cH:9][c:10]([Br:13])[cH:11][cH:12]1)=[O:14].[Cl-:22].[H-:1].[NH4+:23].[Na+:2].[O:24]=[CH:25][N:26]([CH3:27])[CH3:28]>>[CH3:3][O:4][C:5]([C:6]1([c:7]2[cH:8][cH:9][c:10]([Br:13])[cH:11][cH:12]2)[CH2:16][CH2:17][O:18][CH2:19][CH2:20]1)=[O:14]. Starting materials: BrCCOCCBr, COC(=O)Cc1ccc(Br)cc1, [Cl-], [H-], [NH4+], [Na+], CN(C)C=O.